From a dataset of the Open Reaction Database (ORD), a public repository of structured organic reaction records. describe an organic reaction: reactants, conditions, products, and yield The reactants are ClC=1C=CC=2N(N1)C(=CN2)[C@@H](C)C=2C(=C1C=CC=NC1=CC2F)F (6-[(S)-1-(6-chloro-imidazo[1,2-b]pyridazin-3-yl)-ethyl]-5,7-difluoro-quinoline), N1CCNCC1 (piperazine), ClC=1C=CC=2N(N1)C(=CN2)[C@@H](C)C=2C(=C1C=CC=NC1=CC2F)F (6-[(S)-1-(6-chloro-imidazo[1,2-b]pyridazin-3-yl)-ethyl]-5,7-difluoro-quinoline), [F-].[K+] (KF). Run in CN1CCCC1=O (NMP), CCOC(=O)C (EtOAc). Reaction conditions: temperature 170 celsius, time 1 hour. Product: FC1=C2C=CC=NC2=CC(=C1[C@H](C)C1=CN=C2N1N=C(C=C2)N2CCNCC2)F (5,7-Difluoro-6-[(S)-1-(6-piperazin-1-yl-imidazo[1,2-b]pyridazin-3-yl)-ethyl]-quinoline). Reaction SMILES: Cl[C:2]1[CH:3]=[CH:4][C:5]2[N:6]([C:8]([C@H:11]([C:13]3[C:14]([F:24])=[C:15]4[C:20](=[CH:21][C:22]=3[F:23])[N:19]=[CH:18][CH:17]=[CH:16]4)[CH3:12])=[CH:9][N:10]=2)[N:7]=1.[F-].[K+].[NH:27]1[CH2:32][CH2:31][NH:30][CH2:29][CH2:28]1>CN1C(=O)CCC1.CCOC(C)=O>[F:24][C:14]1[C:13]([C@@H:11]([C:8]2[N:6]3[N:7]=[C:2]([N:27]4[CH2:32][CH2:31][NH:30][CH2:29][CH2:28]4)[CH:3]=[CH:4][C:5]3=[N:10][CH:9]=2)[CH3:12])=[C:22]([F:23])[CH:21]=[C:20]2[C:15]=1[CH:16]=[CH:17][CH:18]=[N:19]2 |f:1.2|. Reported procedure: 6-[(S)-1-(6-chloro-imidazo[1,2-b]pyridazin-3-yl)-ethyl]-5,7-difluoro-quinoline (Intermediate B, 200 mg, 0.569 mmol), KF (371 mg, 6.26 mmol) and piperazine (490 mg, 5.69 mmol) were suspended in NMP (2.85 mL). The RM was stirred at 170° C. for 1 h. The mixture was diluted with EtOAc and washed with 1M Na2CO3 (1×) and water (2×). The aqueous was further extracted with EtOAc (2×). The combined organic layers were dried over Na2SO4, filtered and concentrated. The residue was purified by flash chromat... Starting materials: FC=1C=C2C(C(=CN(C2=C(C1N1CCC(CC1)C(=O)O)OC)CC(F)(F)F)C(=O)NCC1=C(C=C(C=C1)OC(F)(F)F)C)=O (1-[6-Fluoro-8-methoxy-3-({[2-methyl-4-(trifluoromethoxy)benzyl]amino}carbonyl)-4-oxo-1-(2,2,2-trifluoroethyl)-1,4-dihydroquinolin-7-yl]piperidine-4-carboxylic acid), C(C)#N (acetonitrile), [OH-].OCC[N+](C)(C)C (β-hydroxyethyltrimethylammonium hydroxide). Run in O (water). Reaction conditions: time 8 hour. The product is OCC[N+](C)(C)C.FC=1C=C2C(C(=CN(C2=C(C1N1CCC(CC1)C(=O)[O-])OC)CC(F)(F)F)C(=O)NCC1=C(C=C(C=C1)OC(F)(F)F)C)=O (1-[6-Fluoro-8-methoxy-3-({[2-methyl-4-(trifluoromethoxy)benzyl]amino}carbonyl)-4-oxo-1-(2,2,2-trifluoroethyl)-1,4-dihydroquinolin-7-yl]piperidine-4-carboxylic acid choline salt). Reaction SMILES: [F:1][C:2]1[CH:3]=[C:4]2[C:9](=[C:10]([O:21][CH3:22])[C:11]=1[N:12]1[CH2:17][CH2:16][CH:15]([C:18]([OH:20])=[O:19])[CH2:14][CH2:13]1)[N:8]([CH2:23][C:24]([F:27])([F:26])[F:25])[CH:7]=[C:6]([C:28]([NH:30][CH2:31][C:32]1[CH:37]=[CH:36][C:35]([O:38][C:39]([F:42])([F:41])[F:40])=[CH:34][C:33]=1[CH3:43])=[O:29])[C:5]2=[O:44].C(#N)C.[OH-].[OH:49][CH2:50][CH2:51][N+:52]([CH3:55])([CH3:54])[CH3:53]>O>[OH:49][CH2:50][CH2:51][N+:52]([CH3:55])([CH3:54])[CH3:53].[F:1][C:2]1[CH:3]=[C:4]2[C:9](=[C:10]([O:21][CH3:22])[C:11]=1[N:12]1[CH2:17][CH2:16][CH:15]([C:18]([O-:20])=[O:19])[CH2:14][CH2:13]1)[N:8]([CH2:23][C:24]([F:27])([F:25])[F:26])[CH:7]=[C:6]([C:28]([NH:30][CH2:31][C:32]1[CH:37]=[CH:36][C:35]([O:38][C:39]([F:40])([F:41])[F:42])=[CH:34][C:33]=1[CH3:43])=[O:29])[C:5]2=[O:44] |f:2.3,5.6|. Procedure: 400 mg (0.63 mmol) of 1-[6-fluoro-8-methoxy-3-({[2-methyl-4-(trifluoromethoxy)benzyl]amino}carbonyl)-4-oxo-1-(2,2,2-trifluoroethyl)-1,4-dihydroquinolin-7-yl]piperidine-4-carboxylic acid (Example 47) are suspended in 20 ml of deionized water and 20 ml of acetonitrile at RT. 140 μl (153 mg, 0.63 mmol) of β-hydroxyethyltrimethylammonium hydroxide (“choline hydroxide”) are added and the mixture is stirred at RT overnight. The resulting solution is freed from the acetonitrile on a rotary evaporator. ... The reactants are ClC=1C=CC=C(C1C=O)O (6-chlorosalicylaldehyde), FC1=CC2=C(OC(=C2)C(=O)O)C=C1 (5-fluorobenzo[b]furan-2-carboxylic acid), ClC=1C=CC2=C(OC(=C2)C(=O)O)C1 (6-chlorobenzo[b]furan-2-carboxylic acid). Product: ClC1=CC2=C(OC(=C2)C(=O)O)C=C1 (5-Chlorobenzo[b]furan-2-carboxylic Acid). As a reaction SMILES: [Cl:1]C1C=CC=C(O)C=1C=O.F[C:12]1[CH:23]=[CH:22][C:15]2[O:16][C:17]([C:19]([OH:21])=[O:20])=[CH:18][C:14]=2[CH:13]=1.ClC1C=CC2C=C(C(O)=O)OC=2C=1>>[Cl:1][C:12]1[CH:23]=[CH:22][C:15]2[O:16][C:17]([C:19]([OH:21])=[O:20])=[CH:18][C:14]=2[CH:13]=1. Procedure details: By the same procedure, 5-fluorosalicyaldehyde and 6-chlorosalicylaldehyde are converted, respectively, to 5-fluorobenzo[b]furan-2-carboxylic acid and 6-chlorobenzo[b]furan-2-carboxylic acid. Reactants: CC1C(N=C(S1)N[C@@H](C)C1=C(C=CC=C1)Cl)=O (5-methyl-2-((S)-1-(2-chlorophenyl)ethylamino)thiazol-4(5H)-one), BrC1=CC=C(C#N)C=C1 (4-bromobenzonitrile), CC1(C(N=C(S1)N[C@@H](C)C1=C(C=CC=C1)C(F)(F)F)=O)C1=CC=C(C#N)C=C1 (4-(5-methyl-4-oxo-2-((S)-1-(2-(trifluoromethyl)phenyl)ethylamino)-4,5-dihydrothiazol-5-yl)benzonitrile). Product: ClC1=C(C=CC=C1)[C@H](C)NC=1SC(C(N1)=O)(C)C1=CC=C(C#N)C=C1 (4-(2-((S)-1-(2-chlorophenyl)ethylamino)-5-methyl-4-oxo-4,5-dihydrothiazol-5-yl)benzonitrile). Reaction SMILES: [CH3:1][CH:2]1[S:6][C:5]([NH:7][C@H:8]([C:10]2[CH:15]=[CH:14][CH:13]=[CH:12][C:11]=2[Cl:16])[CH3:9])=[N:4][C:3]1=[O:17].Br[C:19]1[CH:26]=[CH:25][C:22]([C:23]#[N:24])=[CH:21][CH:20]=1.CC1(C2C=CC(C#N)=CC=2)SC(N[C@H](C2C=CC=CC=2C(F)(F)F)C)=NC1=O>>[Cl:16][C:11]1[CH:12]=[CH:13][CH:14]=[CH:15][C:10]=1[C@@H:8]([NH:7][C:5]1[S:6][C:2]([C:19]2[CH:26]=[CH:25][C:22]([C:23]#[N:24])=[CH:21][CH:20]=2)([CH3:1])[C:3](=[O:17])[N:4]=1)[CH3:9]. Procedure: The title compound was prepared from the reaction of 5-methyl-2-((S)-1-(2-chlorophenyl)ethylamino)thiazol-4(5H)-one with 4-bromobenzonitrile using the procedure described for 2a. MS (ESI, pos. ion) m/z: 370 (M+1). Starting materials: [Br-], CCC[Mg+], C1CCOC1, CON(C)C(=O)c1cc(NCCN2CCCC2)cc(N2CCN(C(=O)OC(C)(C)C)CC2)c1. Reaction SMILES: [Br-:34].[CH2:35]([CH2:36][CH3:37])[Mg+:38].[CH2:39]1[O:40][CH2:41][CH2:42][CH2:43]1.[CH3:1][N:2]([C:3](=[O:4])[c:5]1[cH:6][c:7]([N:19]2[CH2:20][CH2:21][N:22]([C:25](=[O:26])[O:27][C:28]([CH3:29])([CH3:30])[CH3:31])[CH2:23][CH2:24]2)[cH:8][c:9]([NH:11][CH2:12][CH2:13][N:14]2[CH2:15][CH2:16][CH2:17][CH2:18]2)[cH:10]1)[O:32][CH3:33]>>[C:3](=[O:4])([c:5]1[cH:6][c:7]([N:19]2[CH2:20][CH2:21][N:22]([C:25](=[O:26])[O:27][C:28]([CH3:29])([CH3:30])[CH3:31])[CH2:23][CH2:24]2)[cH:8][c:9]([NH:11][CH2:12][CH2:13][N:14]2[CH2:15][CH2:16][CH2:17][CH2:18]2)[cH:10]1)[CH2:35][CH2:36][CH3:37]. The product is CCCC(=O)c1cc(NCCN2CCCC2)cc(N2CCN(C(=O)OC(C)(C)C)CC2)c1.